From a dataset of the Open Reaction Database (ORD), a public repository of structured organic reaction records. describe an organic reaction: reactants, conditions, products, and yield Starting materials: Cl (hydrochloric acid), CN(C1=NC=CC=C1)CCOC1=CC=C(CN2N=C(C(=C2)CCC(=O)OCC)C2=CC=CC=C2)C=C1 (ethyl 3-[1-[4-[2-[N-methyl-N-(2-pyridyl)amino]ethoxy]benzyl]-3-phenyl-1H-pyrazol-4-yl]propionate), [OH-].[Na+] (sodium hydroxide), C(C)O (ethanol). The solvent is O1CCCC1 (tetrahydrofuran). Reaction conditions: time 1 hour. Yields the product CN(C1=NC=CC=C1)CCOC1=CC=C(CN2N=C(C(=C2)CCC(=O)O)C2=CC=CC=C2)C=C1 (3-[1-[4-[2-[N-methyl-N-(2-pyridyl)amino]ethoxy]benzyl]-3-phenyl-1H-pyrazol-4-yl]propionic acid). The yield is 86.3%. Reaction SMILES: [CH3:1][N:2]([CH2:9][CH2:10][O:11][C:12]1[CH:36]=[CH:35][C:15]([CH2:16][N:17]2[CH:21]=[C:20]([CH2:22][CH2:23][C:24]([O:26]CC)=[O:25])[C:19]([C:29]3[CH:34]=[CH:33][CH:32]=[CH:31][CH:30]=3)=[N:18]2)=[CH:14][CH:13]=1)[C:3]1[CH:8]=[CH:7][CH:6]=[CH:5][N:4]=1.[OH-].[Na+].C(O)C.Cl>O1CCCC1>[CH3:1][N:2]([CH2:9][CH2:10][O:11][C:12]1[CH:36]=[CH:35][C:15]([CH2:16][N:17]2[CH:21]=[C:20]([CH2:22][CH2:23][C:24]([OH:26])=[O:25])[C:19]([C:29]3[CH:34]=[CH:33][CH:32]=[CH:31][CH:30]=3)=[N:18]2)=[CH:14][CH:13]=1)[C:3]1[CH:8]=[CH:7][CH:6]=[CH:5][N:4]=1 |f:1.2|. Reported procedure: A mixture of ethyl 3-[1-[4-[2-[N-methyl-N-(2-pyridyl)amino]ethoxy]benzyl]-3-phenyl-1H-pyrazol-4-yl]propionate (750 mg), 1 N aqueous sodium hydroxide solution (3 ml), ethanol (3 ml), and tetrahydrofuran (3 ml) was stirred at room temperature for one hour. The reaction mixture was acidified with dilute hydrochloric acid, which was extracted with ethyl acetate. The ethyl acetate layer was washed with saturated aqueous sodium chloride solution, dried (MgSO4), and concentrated. The obtained crystals ... Reactants: c2ccc1OCCc1c2 (substrate), Cc1ccc([Mg]Br)cc1 (effective_coupling_partner). Reagents/catalysts: PCy3. Reaction conditions: temperature 60 celsius, time 15 hour. The product is Cc2ccc(c1ccccc1CCO)cc2.